This data is from the Open Reaction Database (ORD), a public repository of structured organic reaction records. The task is: describe an organic reaction: reactants, conditions, products, and yield Reactants: C1(CC1)C(CC(=O)OCC)=O (ethyl 3-cyclopropyl-3-oxopropanoate), C(C1=CC=CC=C1)O (benzyl alcohol), O([Li])Cl (LiOCl). Run in C1(=CC=CC=C1)C (toluene). Yields the product C1(CC1)C(CC(=O)OCC1=CC=CC=C1)=O (benzyl 3-cyclopropyl-3-oxopropanoate). RXN SMILES: [CH:1]1([C:4](=[O:11])[CH2:5][C:6]([O:8][CH2:9][CH3:10])=[O:7])[CH2:3][CH2:2]1.C(O)[C:13]1[CH:18]=[CH:17]C=[CH:15][CH:14]=1.O(Cl)[Li]>C1(C)C=CC=CC=1>[CH:1]1([C:4](=[O:11])[CH2:5][C:6]([O:8][CH2:9][C:10]2[CH:17]=[CH:18][CH:13]=[CH:14][CH:15]=2)=[O:7])[CH2:3][CH2:2]1. Reported procedure: A mixture of ethyl 3-cyclopropyl-3-oxopropanoate (5.0 g, 32.0 mmol), benzyl alcohol (8.2 mL, 80.0 mmol) and LiOCl (680 mg, 6.4 mmol) in toluene (50 mL) was refluxed for 48 h in flask equipped with a Dean-stark apparatus. The reaction mixture was cooled to room temperature and solvent was removed under reduced pressure to provide compound D20-1 (5.2 g, crude) as a brown oil. Reactants: ClC1=C(C=CC=C1Cl)OC (2,3-dichloroanisole), C(CC)(=O)Cl (propionyl chloride), ice water, Cl (hydrochloric acid), [Cl-].[Al+3].[Cl-].[Cl-] (aluminum chloride), ClC1=C(C=CC(=C1Cl)OC)C(CC)=O (2',3'-dichloro-4'-methoxypropionphenone). Run in C(Cl)Cl (methylene chloride). Reaction conditions: temperature 5 celsius. Procedure details: A stirred mixture of 2,3-dichloroanisole (177.0 g., 1.0 mole) and propionyl chloride (101.8 g., 1.1 mole) in methylene chloride (600 ml.) is cooled to 5° C. and treated with aluminum chloride (146.7 g., 1.1 mole) during a 11/2 hour period. The reaction is allowed to warm to 25° C. and after 16 hours is poured into ice-water (2 l.) and concentrated hydrochloric acid (200 ml.). The organic phase is washed with 10% sodium hydroxide solution and saturated salt solution, and dried over magnesium sulf... RXN SMILES: [Cl:1]C1C(Cl)=CC=CC=1OC.C(Cl)(=O)CC.[Cl-].[Al+3].[Cl-].[Cl-].Cl.Cl[C:22]1[C:27]([Cl:28])=[C:26]([O:29][CH3:30])[CH:25]=[CH:24][C:23]=1[C:31](=[O:34])[CH2:32][CH3:33]>C(Cl)Cl>[Cl:28][C:27]1([Cl:1])[C:26]([O:29][CH3:30])=[CH:25][CH:24]=[C:23]([C:31](=[O:34])[CH2:32][CH3:33])[CH2:22]1 |f:2.3.4.5|. Yields the product ClC1(CC(=CC=C1OC)C(CC)=O)Cl (3',3'-Dichloro-4'-methoxypropionphenone). Reactants: O[C@H]1CN(CC[C@@H]1C1=CC=C(C=C1)OC)C(=O)OC(C)(C)C ((3R,4R)-tert-butyl 3-hydroxy-4-(4-methoxyphenyl)piperidine-1-carboxylate), CC(=O)OI1(C=2C=CC=CC2C(=O)O1)(OC(=O)C)OC(=O)C (Dess-Martin Periodinane). Solvent: C(Cl)Cl (DCM). Conditions: time 3 hour. The product is COC1=CC=C(C=C1)C1C(CN(CC1)C(=O)OC(C)(C)C)=O (tert-butyl 4-(4-methoxyphenyl)-3-oxopiperidine-1-carboxylate). Isolated yield 86.0%. RXN SMILES: [OH:1][C@@H:2]1[C@@H:7]([C:8]2[CH:13]=[CH:12][C:11]([O:14][CH3:15])=[CH:10][CH:9]=2)[CH2:6][CH2:5][N:4]([C:16]([O:18][C:19]([CH3:22])([CH3:21])[CH3:20])=[O:17])[CH2:3]1.CC(OI1(OC(C)=O)(OC(C)=O)OC(=O)C2C=CC=CC1=2)=O>C(Cl)Cl>[CH3:15][O:14][C:11]1[CH:10]=[CH:9][C:8]([CH:7]2[CH2:6][CH2:5][N:4]([C:16]([O:18][C:19]([CH3:21])([CH3:20])[CH3:22])=[O:17])[CH2:3][C:2]2=[O:1])=[CH:13][CH:12]=1. Reported procedure: To a solution of (3R,4R)-tert-butyl 3-hydroxy-4-(4-methoxyphenyl)piperidine-1-carboxylate (180 mg, 0.59 mmol) in DCM (3 mL) at 0° C. under N2 was added Dess-Martin Periodinane (373 mg, 0.88 mmol). The mixture was allowed to warm to rt and stirred for 3 h. The reaction mixture was directly purified via silica gel chromatography eluting with 30% EtOAc in hexanes to afford tert-butyl 4-(4-methoxyphenyl)-3-oxopiperidine-1-carboxylate (155 mg, 87% yield). Subsequent results revealed that the 4R stere... Starting materials: N([C@@H](C)C(=O)ON1C(=O)CCC1=O)C(=O)OC(C)(C)C (Boc-Ala-OSu), CN1CCOCC1 (N-methylmorpholine), N[C@@H](CCC(OCC1=CC=CC=C1)=O)C(=O)O (H-Glu(OBzl)-OH), CN1CCOCC1 (NMM). Solvent: CN(C)C=O (DMF), CN(C)C=O (DMF). Product: N([C@@H](C)C(=O)N[C@@H](CCC(OCC1=CC=CC=C1)=O)C(=O)O)C(=O)OC(C)(C)C (Boc-Ala-Glu(OBzl)-OH). As a reaction SMILES: [NH2:1][C@H:2]([C:15]([OH:17])=[O:16])[CH2:3][CH2:4][C:5](=[O:14])[O:6][CH2:7][C:8]1[CH:13]=[CH:12][CH:11]=[CH:10][CH:9]=1.[NH:18]([C:31]([O:33][C:34]([CH3:37])([CH3:36])[CH3:35])=[O:32])[C@H:19]([C:21](ON1C(=O)CCC1=O)=[O:22])[CH3:20].CN1CCOCC1>CN(C=O)C>[NH:18]([C:31]([O:33][C:34]([CH3:35])([CH3:37])[CH3:36])=[O:32])[C@H:19]([C:21]([NH:1][C@H:2]([C:15]([OH:17])=[O:16])[CH2:3][CH2:4][C:5](=[O:14])[O:6][CH2:7][C:8]1[CH:13]=[CH:12][CH:11]=[CH:10][CH:9]=1)=[O:22])[CH3:20]. Procedure details: H-Glu(OBzl)-OH (7.0 g, 29.5 mmol) was finely ground in a mortar and pestle and then stirred with 8.88 g (32.3 mmol) of Boc-Ala-OSu for 48 hours in 250 ml DMF in the presence of 6 ml N-methylmorpholine (NMM). Some more NMM was added to maintain the reaction slightly basic during the reaction. The solvent was evaporated and the residue partitioned between 30 ml ethyl acetate and 500 ml H2O containing 2 ml of 10% H2SO4. The organic layer was then washed three times with water, dried(Na2SO4) and eva... The reactants are C1(=C(C(=CC(=C1)C)C)NC=1SC2=C(N1)C=C(C=C2[N+](=O)[O-])C)C (N-mesityl-5-methyl-7-nitro-1,3-benzothiazol-2-amine), O.O.[Sn](Cl)Cl (tin(II) chloride dihydrate), [OH-].[Na+] (NaOH). Run in CN(C)C=O (DMF). Run at temperature 80 celsius. Product: C1(=C(C(=CC(=C1)C)C)NC=1SC2=C(N1)C=C(C=C2N)C)C (N2-Mesityl-5-methyl-1,3-benzothiazole-2,7-diamine). Isolated yield 24.5%. As a reaction SMILES: [C:1]1([CH3:23])[CH:6]=[C:5]([CH3:7])[CH:4]=[C:3]([CH3:8])[C:2]=1[NH:9][C:10]1[S:11][C:12]2[C:18]([N+:19]([O-])=O)=[CH:17][C:16]([CH3:22])=[CH:15][C:13]=2[N:14]=1.O.O.[Sn](Cl)Cl.[OH-].[Na+]>CN(C=O)C>[C:1]1([CH3:23])[CH:6]=[C:5]([CH3:7])[CH:4]=[C:3]([CH3:8])[C:2]=1[NH:9][C:10]1[S:11][C:12]2[C:18]([NH2:19])=[CH:17][C:16]([CH3:22])=[CH:15][C:13]=2[N:14]=1 |f:1.2.3,4.5|. Procedure details: A mixture of N-mesityl-5-methyl-7-nitro-1,3-benzothiazol-2-amine (45 mg, 0.137 mmol) and tin(II) chloride dihydrate (124 mg, 0.550 mmol) in DMF (2 ml) was heated at 80° C. for 1 h. The mixture was poured into ice and the pH was made slightly basic (pH 7-8) by addition of 1N NaOH solution. The aqueous solution was extracted with AcOEt. The extract was washed with brine, dried over magnesium sulfate and concentrated under vacuum. The residue was purified by chromatography eluting with 20% AcOEt in... Starting materials: Intermediate 12, COC(C[C@@H]1COC2=C1C=CC(=C2)O[C@@H]2CCC1=C(C=CC(=C21)F)O)=O ({(S)-6-[(R)-7-fluoro-4-hydroxy-indan-1-yloxy]-2,3-dihydro-benzofuran-3-yl}-acetic acid methyl ester), FC=1C=C(C#N)C=CC1F (3,4-difluoro-benzonitrile). Yields the product C(#N)C1=CC(=C(OC2=C3CC[C@H](C3=C(C=C2)F)OC2=CC3=C([C@@H](CO3)CC(=O)O)C=C2)C=C1)F ({(S)-6-[(R)-4-(4-Cyano-2-fluoro-phenoxy)-7-fluoro-indan-1-yloxy]-2,3-dihydro-benzofuran-3-yl}-acetic acid), methyl ester. Reaction SMILES: C[O:2][C:3](=[O:26])[CH2:4][C@H:5]1[C:9]2[CH:10]=[CH:11][C:12]([O:14][C@H:15]3[C:23]4[C:18](=[C:19]([OH:25])[CH:20]=[CH:21][C:22]=4[F:24])[CH2:17][CH2:16]3)=[CH:13][C:8]=2[O:7][CH2:6]1.[F:27][C:28]1[CH:29]=[C:30]([CH:33]=[CH:34][C:35]=1F)[C:31]#[N:32]>>[C:31]([C:30]1[CH:33]=[CH:34][C:35]([O:25][C:19]2[CH:20]=[CH:21][C:22]([F:24])=[C:23]3[C:18]=2[CH2:17][CH2:16][C@H:15]3[O:14][C:12]2[CH:11]=[CH:10][C:9]3[C@H:5]([CH2:4][C:3]([OH:26])=[O:2])[CH2:6][O:7][C:8]=3[CH:13]=2)=[C:28]([F:27])[CH:29]=1)#[N:32]. Procedure: The methyl ester of the title compound is prepared from {(S)-6-[(R)-7-fluoro-4-hydroxy-indan-1-yloxy]-2,3-dihydro-benzofuran-3-yl}-acetic acid methyl ester and 3,4-difluoro-benzonitrile following a procedure analogous to that described for Intermediate 12. The title compound is obtained after saponification of the methyl ester as described for Example 1. LC (method 2): tR=1.11 min; Mass spectrum (ESI+): m/z=464 [M+H]+. The product is CCn1c(=O)c2c(nc(C=Cc3ccc(OCCCCBr)cc3)n2C)n(CC)c1=O. Starting materials: BrCCCCBr, O=C([O-])[O-], CCn1c(=O)c2c(nc(C=Cc3ccc(O)cc3)n2C)n(CC)c1=O, CN(C)C=O, [K+], [K+], O. Reaction SMILES: [Br:32][CH2:33][CH2:34][CH2:35][CH2:36][Br:37].[C:26](=[O:27])([O-:28])[O-:29].[CH2:1]([CH3:2])[n:3]1[c:4](=[O:5])[n:6]([CH2:24][CH3:25])[c:7]2[n:8][c:9]([CH:15]=[CH:16][c:17]3[cH:18][cH:19][c:20]([OH:23])[cH:21][cH:22]3)[n:10]([CH3:14])[c:11]2[c:12]1=[O:13].[CH3:39][N:40]([CH3:41])[CH:42]=[O:43].[K+:30].[K+:31].[OH2:38]>>[CH2:1]([CH3:2])[n:3]1[c:4](=[O:5])[n:6]([CH2:24][CH3:25])[c:7]2[n:8][c:9]([CH:15]=[CH:16][c:17]3[cH:18][cH:19][c:20]([O:23][CH2:36][CH2:35][CH2:34][CH2:33][Br:32])[cH:21][cH:22]3)[n:10]([CH3:14])[c:11]2[c:12]1=[O:13]. The reactants are C(C1=CC=CC=C1)OC(=O)N1C2C(C(C1)C1=CNC3=CC(=CC=C13)F)N(CC2)C(C(C(C)OC(C)(C)C)NC(=O)OC(C)(C)C)=O (4-(3-tert-Butoxy-2-tert-butoxycarbonylamino-butyryl)-3-(6-fluoro-1H-indol-3-yl)-hexahydro-pyrrolo[3,2-b]pyrrole-1-carboxylic acid benzyl ester), C(=O)(C(F)(F)F)O (TFA). Solvent: C(Cl)Cl (DCM). Conditions: temperature 0 celsius, time 2 hour. Product: C(C1=CC=CC=C1)OC(=O)N1C2C(C(C1)C1=CNC3=CC(=CC=C13)F)N(CC2)C(C(C(C)OC(C)(C)C)N)=O (4-(2-Amino-3-tert-butoxy-butyryl)-3-(6-fluoro-1H-indol-3-yl)-hexahydro-pyrrolo[3,2-b]pyrrole-1-carboxylic acid benzyl ester). The yield is 99.5%. Reaction SMILES: [CH2:1]([O:8][C:9]([N:11]1[CH2:15][CH:14]([C:16]2[C:24]3[C:19](=[CH:20][C:21]([F:25])=[CH:22][CH:23]=3)[NH:18][CH:17]=2)[CH:13]2[N:26]([C:29](=[O:46])[CH:30]([NH:38]C(OC(C)(C)C)=O)[CH:31]([O:33][C:34]([CH3:37])([CH3:36])[CH3:35])[CH3:32])[CH2:27][CH2:28][CH:12]12)=[O:10])[C:2]1[CH:7]=[CH:6][CH:5]=[CH:4][CH:3]=1.C(O)(C(F)(F)F)=O>C(Cl)Cl>[CH2:1]([O:8][C:9]([N:11]1[CH2:15][CH:14]([C:16]2[C:24]3[C:19](=[CH:20][C:21]([F:25])=[CH:22][CH:23]=3)[NH:18][CH:17]=2)[CH:13]2[N:26]([C:29](=[O:46])[CH:30]([NH2:38])[CH:31]([O:33][C:34]([CH3:36])([CH3:35])[CH3:37])[CH3:32])[CH2:27][CH2:28][CH:12]12)=[O:10])[C:2]1[CH:3]=[CH:4][CH:5]=[CH:6][CH:7]=1. Reported procedure: A solution containing crude 43 (340 mg, 0.53 mmol) in DCM (10 mL) was cooled to 0° C. TFA (3 mL) was added. After 2 h, the reaction mixture was quenched by the slow addition of cold, aqueous K2CO3. The reaction mixture was extracted with DCM and the resultant organic phase was washed successively with saturated aqueous NaHCO3 and brine, dried over anhydrous Na2SO4, filtered, and concentrated to afford 283 mg of 44 as an amber-colored foam which was used without further purification. Mass spectru... Reactants: ClCCCl, CON(C)C(=O)C1CC(CC(=O)O)C1, ClCCl, Cl, Nc1ccc(C(F)(F)F)cc1N. The product is CON(C)C(=O)C1CC(CC(=O)Nc2cc(C(F)(F)F)ccc2N)C1. As a reaction SMILES: [CH2:15]([Cl:16])[CH2:17][Cl:18].[CH3:1][O:2][N:3]([C:4](=[O:5])[CH:6]1[CH2:7][CH:8]([CH2:10][C:11](=[O:12])[OH:13])[CH2:9]1)[CH3:14].[Cl:32][CH2:33][Cl:34].[ClH:19].[F:20][C:21]([c:22]1[cH:23][c:24]([NH2:29])[c:25]([NH2:28])[cH:26][cH:27]1)([F:30])[F:31]>>[CH3:1][O:2][N:3]([C:4](=[O:5])[CH:6]1[CH2:7][CH:8]([CH2:10][C:11](=[O:13])[NH:29][c:24]2[cH:23][c:22]([C:21]([F:20])([F:30])[F:31])[cH:27][cH:26][c:25]2[NH2:28])[CH2:9]1)[CH3:14].